Dataset: the Open Reaction Database (ORD), a public repository of structured organic reaction records. Task: describe an organic reaction: reactants, conditions, products, and yield Starting materials: O=C(O)c1ccccc1-c1ccccc1CN1C(=O)c2ccccc2C1=O, On1nnc2ccccc21, NCCc1ccccn1. The product is O=C(NCCc1ccccn1)c1ccccc1-c1ccccc1CN1C(=O)c2ccccc2C1=O. As a reaction SMILES: [C:1]1(=[O:27])[c:2]2[c:3]([cH:23][cH:24][cH:25][cH:26]2)[C:4](=[O:22])[N:5]1[CH2:6][c:7]1[c:8](-[c:13]2[c:14]([C:19](=[O:20])[OH:21])[cH:15][cH:16][cH:17][cH:18]2)[cH:9][cH:10][cH:11][cH:12]1.[OH:37][n:38]1[c:39]2[c:40]([cH:41][cH:42][cH:43][cH:44]2)[n:45][n:46]1.[n:28]1[c:29]([CH2:34][CH2:35][NH2:36])[cH:30][cH:31][cH:32][cH:33]1>>[C:1]1(=[O:27])[c:2]2[c:3]([cH:23][cH:24][cH:25][cH:26]2)[C:4](=[O:22])[N:5]1[CH2:6][c:7]1[c:8](-[c:13]2[c:14]([C:19](=[O:21])[NH:36][CH2:35][CH2:34][c:29]3[n:28][cH:33][cH:32][cH:31][cH:30]3)[cH:15][cH:16][cH:17][cH:18]2)[cH:9][cH:10][cH:11][cH:12]1. Reactants: COCCOCCN(CCOCCOC)CCOCCOC, FC(F)c1nc2ccccc2n1-c1nc(Cl)nc(N2CCOCC2)n1, [Na+], C1COCCO1, [OH-], O, Sc1ccccc1. Yields the product FC(F)c1nc2ccccc2n1-c1nc(Sc2ccccc2)nc(N2CCOCC2)n1. RXN SMILES: [CH3:35][O:36][CH2:37][CH2:38][O:39][CH2:40][CH2:41][N:42]([CH2:43][CH2:44][O:45][CH2:46][CH2:47][O:48][CH3:49])[CH2:50][CH2:51][O:52][CH2:53][CH2:54][O:55][CH3:56].[Cl:10][c:11]1[n:12][c:13](-[n:23]2[c:24]([CH:32]([F:33])[F:34])[n:25][c:26]3[c:27]2[cH:28][cH:29][cH:30][cH:31]3)[n:14][c:15]([N:17]2[CH2:18][CH2:19][O:20][CH2:21][CH2:22]2)[n:16]1.[Na+:9].[O:58]1[CH2:59][CH2:60][O:61][CH2:62][CH2:63]1.[OH-:8].[OH2:57].[SH:1][c:2]1[cH:3][cH:4][cH:5][cH:6][cH:7]1>>[S:1]([c:2]1[cH:3][cH:4][cH:5][cH:6][cH:7]1)[c:11]1[n:12][c:13](-[n:23]2[c:24]([CH:32]([F:33])[F:34])[n:25][c:26]3[c:27]2[cH:28][cH:29][cH:30][cH:31]3)[n:14][c:15]([N:17]2[CH2:18][CH2:19][O:20][CH2:21][CH2:22]2)[n:16]1. The reactants are CC1=NN=C2N1C1=CC=C(C=C1CC2)B2OC(C(O2)(C)C)(C)C (1-methyl-7-(4,4,5,5-tetramethyl-1,3,2-dioxaborolan-2-yl)-4,5-dihydro[1,2,4]triazolo[4,3-a]quinoline), BrC=1C=NC=C(C1)C(C)(C)C=1OC(=NN1)C1CC1 (3-bromo-5-[2-(5-cyclopropyl-1,3,4-oxadiazol-2-yl)-2-propanyl]pyridine), C([O-])([O-])=O.[K+].[K+] (potassium carbonate), C(C)(C)(C)O (tert-butanol). The reagents and catalysts are CC(C)(C)P(C1=CC=C(C=C1)N(C)C)C(C)(C)C.CC(C)(C)P(C1=CC=C(C=C1)N(C)C)C(C)(C)C.Cl[Pd]Cl (bis(di-tert-butyl(4-dimethylaminophenyl)phosphine)dichloropalladium(II)). Solvent: O (water). Run at temperature 80 celsius. The product is C1(CC1)C1=NN=C(O1)C(C)(C)C=1C=C(C=NC1)C=1C=C2CCC=3N(C2=CC1)C(=NN3)C (7-{5-[2-(5-cyclopropyl-1,3,4-oxadiazol-2-yl)-2-propanyl]-3-pyridinyl}-1-methyl-4,5-dihydro[1,2,4]triazolo[4,3-a]quinoline). RXN SMILES: [CH3:1][C:2]1[N:6]2[C:7]3[C:12]([CH2:13][CH2:14][C:5]2=[N:4][N:3]=1)=[CH:11][C:10](B1OC(C)(C)C(C)(C)O1)=[CH:9][CH:8]=3.Br[C:25]1[CH:26]=[N:27][CH:28]=[C:29]([C:31]([C:34]2[O:35][C:36]([CH:39]3[CH2:41][CH2:40]3)=[N:37][N:38]=2)([CH3:33])[CH3:32])[CH:30]=1.C(=O)([O-])[O-].[K+].[K+].C(O)(C)(C)C>CC(P(C(C)(C)C)C1C=CC(N(C)C)=CC=1)(C)C.CC(P(C(C)(C)C)C1C=CC(N(C)C)=CC=1)(C)C.Cl[Pd]Cl.O>[CH:39]1([C:36]2[O:35][C:34]([C:31]([C:29]3[CH:30]=[C:25]([C:10]4[CH:11]=[C:12]5[C:7](=[CH:8][CH:9]=4)[N:6]4[C:2]([CH3:1])=[N:3][N:4]=[C:5]4[CH2:14][CH2:13]5)[CH:26]=[N:27][CH:28]=3)([CH3:33])[CH3:32])=[N:38][N:37]=2)[CH2:41][CH2:40]1 |f:2.3.4,6.7.8|. Procedure details: To a vial containing the title compound from Example 53 Step J (0.025 g, 0.080 mmol), the title compound from Example 70 Step A (0.025 g, 0.080 mmol), bis(di-tert-butyl(4-dimethylaminophenyl)phosphine)dichloropalladium(II) (1.1 mg, 1.6 μmol), and potassium carbonate (0.033 g, 0.241 mmol) were added tert-butanol (0.89 mL) and water (0.11 mL). The vial was flushed with nitrogen, sealed tightly and heated to 80° C. overnight. The reaction solution was then cooled to room temperature and concentrate... Reactants: BrC(Br)(Br)Br, C1CCCCC1, Cc1nc(-c2ccc(C(F)(F)F)cc2)sc1CO, ClCCl, c1ccc(P(c2ccccc2)c2ccccc2)cc1. Yields the product Cc1nc(-c2ccc(C(F)(F)F)cc2)sc1CBr. RXN SMILES: [C:19]([Br:20])([Br:21])([Br:22])[Br:23].[CH2:46]1[CH2:47][CH2:48][CH2:49][CH2:50][CH2:51]1.[CH3:1][c:2]1[n:3][c:4](-[c:9]2[cH:10][cH:11][c:12]([C:15]([F:16])([F:17])[F:18])[cH:13][cH:14]2)[s:5][c:6]1[CH2:7][OH:8].[Cl:43][CH2:44][Cl:45].[c:24]1([P:25]([c:26]2[cH:27][cH:28][cH:29][cH:30][cH:31]2)[c:32]2[cH:33][cH:34][cH:35][cH:36][cH:37]2)[cH:38][cH:39][cH:40][cH:41][cH:42]1>>[CH3:1][c:2]1[n:3][c:4](-[c:9]2[cH:10][cH:11][c:12]([C:15]([F:16])([F:17])[F:18])[cH:13][cH:14]2)[s:5][c:6]1[CH2:7][Br:20]. Starting materials: CCO, CCOC(=O)CCN(C)C(=O)c1ccc(NC(c2sc3ncccc3c2C)C2CCCCC2)cc1, [Na+], C1CCOC1, [OH-]. Yields the product Cc1c(C(Nc2ccc(C(=O)N(C)CCC(=O)O)cc2)C2CCCCC2)sc2ncccc12. Reaction SMILES: [CH3:43][CH2:44][OH:45].[CH:1]1([CH:7]([c:8]2[c:9]([CH3:17])[c:10]3[c:11]([n:12][cH:13][cH:14][cH:15]3)[s:16]2)[NH:18][c:19]2[cH:20][cH:21][c:22]([C:25](=[O:26])[N:27]([CH2:28][CH2:29][C:30](=[O:31])[O:32][CH2:33][CH3:34])[CH3:35])[cH:23][cH:24]2)[CH2:2][CH2:3][CH2:4][CH2:5][CH2:6]1.[Na+:42].[O:36]1[CH2:37][CH2:38][CH2:39][CH2:40]1.[OH-:41]>>[CH:1]1([CH:7]([c:8]2[c:9]([CH3:17])[c:10]3[c:11]([n:12][cH:13][cH:14][cH:15]3)[s:16]2)[NH:18][c:19]2[cH:20][cH:21][c:22]([C:25](=[O:26])[N:27]([CH2:28][CH2:29][C:30](=[O:31])[OH:32])[CH3:35])[cH:23][cH:24]2)[CH2:2][CH2:3][CH2:4][CH2:5][CH2:6]1. Product: O(C1=CC=CC=C1)C1=CC=C(C=C1)OC(=O)N1CCC(CC1)O (4-hydroxy-1-piperidine-carboxylic acid 4 -phenoxyphenyl ester). Procedure: A multistep synthesis of 4-[6-(hexylcarbamoyloxy)hexylcarbamoyloxy]-piperidine-1 -carboxylic acid 4-phenoxyphenyl ester (1) as disclosed in the cited European Patent Application is shown in Scheme I where intermediate hydroxy compounds are reacted with phosgene or a phosgene equivalent and the resultant mixed carbonic acid diesters are used to aryloxycarbonylate or alkoxycarbonylate an appropriate amine. Thus, 4-phenoxyphenol (2) is treated with 4-nitrophenyl chloroformate (NPC) and condensation... Starting materials: C(=O)(Cl)Cl (phosgene), carbonic acid diesters, O(C1=CC=CC=C1)C1=CC=C(C=C1)OC(=O)N1CCC(CC1)OC(NCCCCCCOC(NCCCCCC)=O)=O (4-[6-(hexylcarbamoyloxy)hexylcarbamoyloxy]-piperidine-1 -carboxylic acid 4-phenoxyphenyl ester), O(C1=CC=CC=C1)C1=CC=C(C=C1)O (4-phenoxyphenol), ClC(=O)OC1=CC=C(C=C1)[N+](=O)[O-] (4-nitrophenyl chloroformate), C([O-])([O-])=O (carbonate), OC1CCNCC1 (4-hydroxypiperidine), hydroxy, C(=O)(Cl)Cl (phosgene), amine. Reaction SMILES: [O:1]([C:8]1[CH:13]=[CH:12][C:11]([O:14][C:15]([N:17]2[CH2:22][CH2:21][CH:20]([O:23]C(=O)NCCCCCCOC(=O)NCCCCCC)[CH2:19][CH2:18]2)=[O:16])=[CH:10][CH:9]=1)[C:2]1[CH:7]=[CH:6][CH:5]=[CH:4][CH:3]=1.C(Cl)(Cl)=O.O(C1C=CC(O)=CC=1)C1C=CC=CC=1.ClC(OC1C=CC([N+]([O-])=O)=CC=1)=O.C(=O)([O-])[O-].OC1CCNCC1>>[O:1]([C:8]1[CH:9]=[CH:10][C:11]([O:14][C:15]([N:17]2[CH2:18][CH2:19][CH:20]([OH:23])[CH2:21][CH2:22]2)=[O:16])=[CH:12][CH:13]=1)[C:2]1[CH:3]=[CH:4][CH:5]=[CH:6][CH:7]=1.